This data is from the Open Reaction Database (ORD), a public repository of structured organic reaction records. The task is: describe an organic reaction: reactants, conditions, products, and yield Solvent: C(C)(=O)OCC (ethyl acetate). Procedure: To a solution of benzhydryl 7-formamido-3-(2,2-dibromovinyl)-3-cephem-4-carboxylate-1-oxide (1.8 g) was added n-butyl lithium (7.27 ml of 1.65M solution in hexane) at -65° to -60° C. under a nitrogen atmosphere. After the resultant mixture was stirred at the same temperature for 30 minutes, ethyl acetate (50 ml) was added to the reaction mixture. The reaction mixture was warmed to -20° C., and hydrolysed with 10% hydrochloric acid. The organic layer was separated and washed with water and brine,... The product is C(=O)NC1[C@@H]2N(C(=C(CS2=O)C#C)C(=O)OC(C2=CC=CC=C2)C2=CC=CC=C2)C1=O (benzhydryl 7-formamido-3-ethynyl-3-cephem-4-carboxylate-1-oxide). The yield is 98.8%. Conditions: temperature -20 celsius. RXN SMILES: [CH:1]([NH:3][CH:4]1[C:32](=[O:33])[N:6]2[C:7]([C:16]([O:18][CH:19]([C:26]3[CH:31]=[CH:30][CH:29]=[CH:28][CH:27]=3)[C:20]3[CH:25]=[CH:24][CH:23]=[CH:22][CH:21]=3)=[O:17])=[C:8]([CH:12]=[C:13](Br)Br)[CH2:9][S:10](=[O:11])[C@H:5]12)=[O:2].C([Li])CCC.Cl>C(OCC)(=O)C>[CH:1]([NH:3][CH:4]1[C:32](=[O:33])[N:6]2[C:7]([C:16]([O:18][CH:19]([C:26]3[CH:31]=[CH:30][CH:29]=[CH:28][CH:27]=3)[C:20]3[CH:21]=[CH:22][CH:23]=[CH:24][CH:25]=3)=[O:17])=[C:8]([C:12]#[CH:13])[CH2:9][S:10](=[O:11])[C@H:5]12)=[O:2]. Starting materials: Cl (hydrochloric acid), C(=O)NC1[C@@H]2N(C(=C(CS2=O)C=C(Br)Br)C(=O)OC(C2=CC=CC=C2)C2=CC=CC=C2)C1=O (benzhydryl 7-formamido-3-(2,2-dibromovinyl)-3-cephem-4-carboxylate-1-oxide), C(CCC)[Li] (n-butyl lithium), resultant mixture. The reactants are Cl.C(C1=CC=CC=C1)N1C=NC=C1C(CCCC1=CC=C(C=C1)F)(C1=CC=C(C=C1)C(=O)NC(C)(C)C)O (1-benzyl-5-[4-(4-fluorophenyl)-1-hydroxy-1-(4-tert-butylaminocarbonylphenyl)butyl]-1H-imidazole hydrochloride), C(=O)[O-].[NH4+] (Ammonium formate). The reagents and catalysts are [Pd] (Pd/C). Solvent: C(C)O (ethanol). Product: FC1=CC=C(C=C1)CCCC(C1=CC=C(C=C1)C(=O)NC(C)(C)C)(O)C=1N=CNC1 (4-[4-(4-fluorophenyl)-1-hydroxy-1-(4-tert-butylaminocarbonylphenyl)butyl]-1H-imidazole). Isolated yield 79.0%. RXN SMILES: Cl.C([N:9]1[C:13]([C:14]([OH:38])([C:25]2[CH:30]=[CH:29][C:28]([C:31]([NH:33][C:34]([CH3:37])([CH3:36])[CH3:35])=[O:32])=[CH:27][CH:26]=2)[CH2:15][CH2:16][CH2:17][C:18]2[CH:23]=[CH:22][C:21]([F:24])=[CH:20][CH:19]=2)=[CH:12][N:11]=[CH:10]1)C1C=CC=CC=1.C([O-])=O.[NH4+]>[Pd].C(O)C>[F:24][C:21]1[CH:22]=[CH:23][C:18]([CH2:17][CH2:16][CH2:15][C:14]([C:13]2[N:9]=[CH:10][NH:11][CH:12]=2)([OH:38])[C:25]2[CH:30]=[CH:29][C:28]([C:31]([NH:33][C:34]([CH3:35])([CH3:36])[CH3:37])=[O:32])=[CH:27][CH:26]=2)=[CH:19][CH:20]=1 |f:0.1,2.3|. Procedure: 1-benzyl-5-[4-(4-fluorophenyl)-1-hydroxy-1-(4-tert-butylaminocarbonylphenyl)butyl]-1H-imidazole hydrochloride (12,95 g) is dissolved into aqueous ethanol (400 ml) and 1,3 g of 10% Pd/C is added. Ammonium formate (8,17 g) is added to the boiling solution in small portions. The mixture is refluxed for three hours. Then the reaction mixture is filtered through siliceous earth and the filtrate is evaporated to dryness. The residue is dissolved to methylene chloride, washed with 2M sodiumhydroxide an... Reactants: FC(C=1C=C(C=CC1)\C=N\C(OC(C)(C)C)=O)(F)F (tert-Butyl {(E)-[3-(trifluoromethyl)phenyl]methylidene}carbamate), [N+](=O)([O-])C (nitromethane), initial solution, CCCCC (n-pentane), C(C)(C)N(C(C)C)CC (N,N-diisopropylethylamine), [N+](=O)([O-])C (nitromethane), CN[C@H]([C@H](O)C1=CC=CC=C1)C ((1R,2S)-(−)-2-(N-methylamino)-1-phenylpropan-1-ol). The reagents and catalysts are FC(S(=O)(=O)[O-])(F)F.[Zn+2].FC(S(=O)(=O)[O-])(F)F (zinc(II) trifluoromethanesulphonate), FC(S(=O)(=O)[O-])(F)F.[Zn+2].FC(S(=O)(=O)[O-])(F)F.C[C@@H]([C@@H](C1=CC=CC=C1)O)N(C)C (zinc(II) trifluoromethanesulphonate (−)-N-methylephedrine). Conditions: temperature -20 celsius, time 1 hour. The product is [N+](=O)([O-])CC(C1=CC(=CC=C1)C(F)(F)F)NC(OC(C)(C)C)=O (tert-Butyl {2-nitro-1-[3-(trifluoromethyl)phenyl]ethyl}carbamate). As a reaction SMILES: C(N(CC)C(C)C)(C)C.CN[C@@H](C)[C@@H](C1C=CC=CC=1)O.[F:22][C:23]([F:40])([F:39])[C:24]1[CH:25]=[C:26](/[CH:30]=[N:31]/[C:32](=[O:38])[O:33][C:34]([CH3:37])([CH3:36])[CH3:35])[CH:27]=[CH:28][CH:29]=1.CCCCC.[N+:46]([CH3:49])([O-:48])=[O:47]>FC(F)(F)S([O-])(=O)=O.[Zn+2].FC(F)(F)S([O-])(=O)=O.FC(F)(F)S([O-])(=O)=O.[Zn+2].FC(F)(F)S([O-])(=O)=O.C[C@H](N(C)C)[C@H](O)C1C=CC=CC=1>[N+:46]([CH2:49][CH:30]([NH:31][C:32](=[O:38])[O:33][C:34]([CH3:37])([CH3:35])[CH3:36])[C:26]1[CH:27]=[CH:28][CH:29]=[C:24]([C:23]([F:39])([F:40])[F:22])[CH:25]=1)([O-:48])=[O:47] |f:5.6.7,8.9.10.11|. Procedure details: Under argon, 9.75 ml (56 mmol) of N,N-diisopropylethylamine were added slowly dropwise to a suspension of 20.35 g (56 mmol) of zinc(II) trifluoromethanesulphonate in 300 ml of nitromethane at RT and the mixture was stirred for 1 h thereafter. The yellow suspension was subsequently admixed with 13.9 g (84 mmol) of (1R,2S)-(−)-2-(N-methylamino)-1-phenylpropan-1-ol [(−)-N-methylephedrine] and 18.4 g of molecular sieve and stirred for 1 h thereafter, then cooled to −20° C. A dropping funnel was char... The reactants are C[Si](C)(C)[N-][Si](C)(C)C, CC1(C)C=CC(=O)CC1, CI, [Li+], C1CCOC1. Yields the product CC1CC(C)(C)C=CC1=O. As a reaction SMILES: [CH3:11][Si:12]([N-:13][Si:14]([CH3:15])([CH3:16])[CH3:17])([CH3:18])[CH3:19].[CH3:1][C:2]1([CH3:9])[CH:3]=[CH:4][C:5](=[O:8])[CH2:6][CH2:7]1.[I:20][CH3:21].[Li+:10].[O:22]1[CH2:23][CH2:24][CH2:25][CH2:26]1>>[CH3:1][C:2]1([CH3:9])[CH:3]=[CH:4][C:5](=[O:8])[CH:6]([CH3:11])[CH2:7]1. The reactants are [BH4-], C=CCCC=CCC, C=C(C)C1C(C(C)OC(=O)OCc2ccccc2)C(=O)N1C(Cc1ccc(OC)cc1)Cc1ccc(OC)cc1, [Na+], C1CCOC1. Product: COc1ccc(CC(Cc2ccc(OC)cc2)N2C(=O)C(C(C)OC(=O)OCc3ccccc3)C2C(C)CO)cc1. As a reaction SMILES: [BH4-:1].[CH2:3]=[CH:4][CH2:5][CH2:6][CH:7]=[CH:8][CH2:9][CH3:10].[CH3:11][C:12](=[CH2:13])[CH:14]1[CH:15]([CH:38]([CH3:39])[O:40][C:41](=[O:42])[O:43][CH2:44][c:45]2[cH:46][cH:47][cH:48][cH:49][cH:50]2)[C:16](=[O:37])[N:17]1[CH:18]([CH2:19][c:20]1[cH:21][cH:22][c:23]([O:26][CH3:27])[cH:24][cH:25]1)[CH2:28][c:29]1[cH:30][cH:31][c:32]([O:35][CH3:36])[cH:33][cH:34]1.[Na+:2].[O:51]1[CH2:52][CH2:53][CH2:54][CH2:55]1>>[CH3:11][CH:12]([CH2:13][OH:51])[CH:14]1[CH:15]([CH:38]([CH3:39])[O:40][C:41](=[O:42])[O:43][CH2:44][c:45]2[cH:46][cH:47][cH:48][cH:49][cH:50]2)[C:16](=[O:37])[N:17]1[CH:18]([CH2:19][c:20]1[cH:21][cH:22][c:23]([O:26][CH3:27])[cH:24][cH:25]1)[CH2:28][c:29]1[cH:30][cH:31][c:32]([O:35][CH3:36])[cH:33][cH:34]1. Reactants: CN1CCCC1=O, CN1CCc2[nH]c3ccc(Cl)cc3c2C1, C=Cc1cncc(F)c1, [K+], [OH-]. Yields the product CN1CCc2c(c3cc(Cl)ccc3n2CCc2cncc(F)c2)C1. RXN SMILES: [CH3:27][N:28]1[CH2:29][CH2:30][CH2:31][C:32]1=[O:33].[Cl:1][c:2]1[cH:3][c:4]2[c:5]3[c:6]([nH:7][c:8]2[cH:9][cH:10]1)[CH2:11][CH2:12][N:13]([CH3:15])[CH2:14]3.[F:16][c:17]1[cH:18][n:19][cH:20][c:21]([CH:23]=[CH2:24])[cH:22]1.[K+:26].[OH-:25]>>[Cl:1][c:2]1[cH:3][c:4]2[c:5]3[c:6]([n:7]([CH2:24][CH2:23][c:21]4[cH:20][n:19][cH:18][c:17]([F:16])[cH:22]4)[c:8]2[cH:9][cH:10]1)[CH2:11][CH2:12][N:13]([CH3:15])[CH2:14]3. Procedure: A 2.68 M NaOEt in EtOH solution (3 eq) was added to an ice-bath cooled mixture of 2,6-difluorobenzimidamide hydrochloride (2 eq) in EtOH (0.1 M). The resulting mixture was allowed to warm to rt and stirred under N2 for 30 min. To the reaction mixture was added drop wise a solution of mucobromic acid (1 eq) in EtOH and the reaction was heated in a 50° C. oil bath for 2.5 hr. After cooling to rt the reaction mixture was concentrated in vacuo. H2O and 1.0 N NaOH were added and the aqueous mixture w... Reaction conditions: time 30 minute. Product: BrC=1C(=NC(=NC1)C1=C(C=CC=C1F)F)C(=O)O (5-bromo-2-(2,6-difluorophenyl)pyrimidine-4-carboxylic acid). Starting materials: CC[O-].[Na+] (NaOEt), C(/C(/Br)=C(/Br)\C=O)(=O)O (mucobromic acid), Cl.FC1=C(C(N)=N)C(=CC=C1)F (2,6-difluorobenzimidamide hydrochloride). Run in CCO (EtOH), CCO (EtOH), CCO (EtOH). RXN SMILES: CC[O-].[Na+].Cl.[F:6][C:7]1[CH:15]=[CH:14][CH:13]=[C:12]([F:16])[C:8]=1[C:9](=[NH:11])[NH2:10].[C:17]([OH:25])(=[O:24])/[C:18](=[C:20](\[CH:22]=O)/[Br:21])/Br>CCO>[Br:21][C:20]1[C:18]([C:17]([OH:25])=[O:24])=[N:11][C:9]([C:8]2[C:7]([F:6])=[CH:15][CH:14]=[CH:13][C:12]=2[F:16])=[N:10][CH:22]=1 |f:0.1,2.3|.